From a dataset of the Open Reaction Database (ORD), a public repository of structured organic reaction records. describe an organic reaction: reactants, conditions, products, and yield Starting materials: CC(C)(C)OC(=O)NC(CO)(CO)CCc1ccc(O)c(C(F)(F)F)c1, O=C([O-])[O-], CN(C)C=O, [K+], [K+], O, BrCCCCc1ccccc1. Product: CC(C)(C)OC(=O)NC(CO)(CO)CCc1ccc(OCCCCc2ccccc2)c(C(F)(F)F)c1. RXN SMILES: [C:1]([CH3:2])([CH3:3])([CH3:4])[O:5][C:6]([NH:7][C:8]([CH2:9][CH2:10][c:11]1[cH:12][c:13]([C:18]([F:19])([F:20])[F:21])[c:14]([OH:17])[cH:15][cH:16]1)([CH2:22][OH:23])[CH2:24][OH:25])=[O:26].[C:27](=[O:28])([O-:29])[O-:30].[CH3:45][N:46]([CH3:47])[CH:48]=[O:49].[K+:31].[K+:32].[OH2:44].[c:33]1([CH2:39][CH2:40][CH2:41][CH2:42][Br:43])[cH:34][cH:35][cH:36][cH:37][cH:38]1>>[C:1]([CH3:2])([CH3:3])([CH3:4])[O:5][C:6]([NH:7][C:8]([CH2:9][CH2:10][c:11]1[cH:12][c:13]([C:18]([F:19])([F:20])[F:21])[c:14]([O:17][CH2:42][CH2:41][CH2:40][CH2:39][c:33]2[cH:34][cH:35][cH:36][cH:37][cH:38]2)[cH:15][cH:16]1)([CH2:22][OH:23])[CH2:24][OH:25])=[O:26]. Starting materials: C(C)(C)(C)OC(=O)C1=C(CS[C@H]2N1C(C2N)=O)C(CCS(N)(=O)=O)SC2=NN=NN2 (7-amino-3-[1-(2-sulfamoylethyl)tetrazol-5-ylthiomethyl]-3-cephem-4-carboxylic acid t-butyl ester), FC(CS(=O)(=O)CC(=O)O)(F)F (2,2,2-trifluoroethylsulfonylacetic acid), C1(CCCCC1)N=C=NC1CCCCC1 (dicyclohexylcarbodiimide). Run in O1CCCC1 (tetrahydrofuran), O1CCCC1 (tetrahydrofuran). Reaction conditions: time 12 hour. Product: C(C)(C)(C)OC(=O)C1=C(CS[C@H]2N1C(C2NC(CS(=O)(=O)CC(F)(F)F)=O)=O)C(CCS(N)(=O)=O)SC2=NN=NN2 (7-(2,2,2-trifluoroethylsulfonylacetamido)-3-[1-(2-sulfamoylethyl)tetrazol-5-ylthiomethyl]-3-cephem-4-carboxylic acid t-butyl ester). As a reaction SMILES: [C:1]([O:5][C:6]([C:8]1[N:13]2[C:14](=[O:17])[CH:15]([NH2:16])[C@H:12]2[S:11][CH2:10][C:9]=1[CH:18]([S:25][C:26]1[NH:30][N:29]=[N:28][N:27]=1)[CH2:19][CH2:20][S:21](=[O:24])(=[O:23])[NH2:22])=[O:7])([CH3:4])([CH3:3])[CH3:2].[F:31][C:32]([F:42])([F:41])[CH2:33][S:34]([CH2:37][C:38](O)=[O:39])(=[O:36])=[O:35].C1(N=C=NC2CCCCC2)CCCCC1>O1CCCC1>[C:1]([O:5][C:6]([C:8]1[N:13]2[C:14](=[O:17])[CH:15]([NH:16][C:38](=[O:39])[CH2:37][S:34]([CH2:33][C:32]([F:41])([F:31])[F:42])(=[O:35])=[O:36])[C@H:12]2[S:11][CH2:10][C:9]=1[CH:18]([S:25][C:26]1[NH:30][N:29]=[N:28][N:27]=1)[CH2:19][CH2:20][S:21](=[O:24])(=[O:23])[NH2:22])=[O:7])([CH3:4])([CH3:2])[CH3:3]. Procedure details: To a solution of 9.0 g. (0.019 mol.) of 7-amino-3-[1-(2-sulfamoylethyl)tetrazol-5-ylthiomethyl]-3-cephem-4-carboxylic acid t-butyl ester and 3.9 g. (0.019 mol.) of 2,2,2-trifluoroethylsulfonylacetic acid in tetrahydrofuran is added dropwise a solution of 3.9 g. (0.019 mol.) of dicyclohexylcarbodiimide in 100 ml. of tetrahydrofuran. The reaction mixture is stirred at 25° for 12 hours, then filtered and concentrated to about 10 ml. The residue is filtered and evaporated to dryness to give 7-(2,2,2... Reactants: iv, C(\C=C\C(=O)O)(=O)O (fumaric acid), C(C)(=O)[O-].[Na+] (sodium acetate). Solvent: C(C)(=O)O (acetic acid). Yields the product C(\C=C\C(=O)[O-])(=O)O.[Na+] (sodium hydrogen fumarate). Reaction SMILES: [C:1]([OH:8])(=[O:7])/[CH:2]=[CH:3]/[C:4]([OH:6])=[O:5].C([O-])(=O)C.[Na+:13]>C(O)(=O)C>[C:1]([OH:8])(=[O:7])/[CH:2]=[CH:3]/[C:4]([O-:6])=[O:5].[Na+:13] |f:1.2,4.5|. Reported procedure: In reaction ii, sodium bisulfate is reacted with sodium acetate to produce sodium sulfate and solid acetic acid. In reaction iii., malic acid is reacted with sodium acetate to produce sodium hydrogen diglycolate and solid acetic acid. In reaction iv., fumaric acid is reacted with sodium acetate to produce sodium hydrogen fumarate and solid acetic acid. In reaction v., tartaric acid is reacted with sodium acetate to produce sodium hydrogen tartrate and solid acetic acid. In reaction vi., adipic a... Reactants: C([O-])(O)=O.[Na+] (sodium bicarbonate), Cl.N[C@H]1CC[C@H](CC1)NC(CNC(C1=CC(=CC=C1)C(F)(F)F)=O)=O (N-(2-(cis-4-Amino-cyclohexylamino)-2-oxoethyl)-3-(trifluoromethyl)benzamide hydrochloride), OC1(CCC(CC1)=O)C1=NC=CC=C1 (4-hydroxy-4-(pyridin-2-yl)cyclohexanone), C(C)(=O)O[BH-](OC(C)=O)OC(C)=O.[Na+] (sodium triacetoxyborohydride). Solvent: C(C)(=O)O.C(Cl)Cl (acetic acid methylene chloride). Conditions: time 10 minute. Yields the product FC(C=1C=C(C(=O)N)C=CC1)(F)F (3-(trifluoromethyl)benzamide). Yield: 140.2%. RXN SMILES: Cl.N[C@@H]1CC[C@H](NC(=O)C[NH:12][C:13](=[O:24])[C:14]2[CH:19]=[CH:18][CH:17]=[C:16]([C:20]([F:23])([F:22])[F:21])[CH:15]=2)CC1.OC1(C2C=CC=CN=2)CCC(=O)CC1.C(O[BH-](OC(=O)C)OC(=O)C)(=O)C.[Na+].C(=O)(O)[O-].[Na+]>C(O)(=O)C.C(Cl)Cl>[F:21][C:20]([F:22])([F:23])[C:16]1[CH:15]=[C:14]([CH:19]=[CH:18][CH:17]=1)[C:13]([NH2:12])=[O:24] |f:0.1,3.4,5.6,7.8|. Procedure details: N-(2-(cis-4-Amino-cyclohexylamino)-2-oxoethyl)-3-(trifluoromethyl)benzamide hydrochloride (50 mg, 0.132 mmol, 1 eq), 4-hydroxy-4-(pyridin-2-yl)cyclohexanone (25 mg, 0.132 mmol, 1 eq) and sodium triacetoxyborohydride (56 mg, 0.263 mmol, 2 eq) were stirred in 2% acetic acid/methylene chloride (10 mL) at room temperature for 20 hours. Worked up by adding saturated sodium bicarbonate (10 mL). Stirred 10 minutes then extracted 3 times with methylene chloride (10 mL). The organic layers were combined,... Product: NC1=NC=NN2C1=C(C=C2C2CCN(CC2)C(=O)NC)C2=CC(=C(C=C2)NC(NC2=C(C=CC(=C2)C(F)(F)F)F)=O)F (4-{4-amino-5-[3-fluoro-4-({[2-fluoro-5-(trifluoromethyl)phenyl]carbamoyl}amino)phenyl]pyrrolo[2,1-f][1,2,4]triazin-7-yl}-N-methylpiperidine-1-carboxamide). Yield: 60.3%. RXN SMILES: C(Cl)Cl.[NH2:4][C:5]1[C:10]2=[C:11]([C:20]3[CH:25]=[CH:24][C:23]([NH:26][C:27]([NH:29][C:30]4[CH:35]=[C:34]([C:36]([F:39])([F:38])[F:37])[CH:33]=[CH:32][C:31]=4[F:40])=[O:28])=[C:22]([F:41])[CH:21]=3)[CH:12]=[C:13]([CH:14]3[CH2:19][CH2:18][NH:17][CH2:16][CH2:15]3)[N:9]2[N:8]=[CH:7][N:6]=1.[CH3:42][N:43]=[C:44]=[O:45]>C1COCC1>[NH2:4][C:5]1[C:10]2=[C:11]([C:20]3[CH:25]=[CH:24][C:23]([NH:26][C:27](=[O:28])[NH:29][C:30]4[CH:35]=[C:34]([C:36]([F:39])([F:37])[F:38])[CH:33]=[CH:32][C:31]=4[F:40])=[C:22]([F:41])[CH:21]=3)[CH:12]=[C:13]([CH:14]3[CH2:19][CH2:18][N:17]([C:44]([NH:43][CH3:42])=[O:45])[CH2:16][CH2:15]3)[N:9]2[N:8]=[CH:7][N:6]=1. Procedure: To a flask containing 3 ml of methylene chloride was added 1-[4-(4-amino-7-piperidin-4-ylpyrrolo[2,1-f][1,2,4]triazin-5-yl)-2-fluorophenyl]-3-[2-fluoro-5-(trifluoromethyl)phenyl]urea (Example 111) (75 mg, 0.141 mmol, 1.0 eq). To this suspension was added THF dropwise until complete dissolution occurs. To this solution was added methyl isocyanate (8.8 μl, 0.148 mmol, 1.05 eq.) and reaction allowed to stir at room temperature for 17 h. Reaction solution was concentrated to dryness and residue diss... The solvent is C1CCOC1 (THF). Starting materials: C(Cl)Cl (methylene chloride), NC1=NC=NN2C1=C(C=C2C2CCNCC2)C2=CC(=C(C=C2)NC(=O)NC2=C(C=CC(=C2)C(F)(F)F)F)F (N-[4-(4-amino-7-piperidin-4-ylpyrrolo[2,1-f][1,2,4]-triazin-5-yl)-2-fluorophenyl]-N′-[2-fluoro-5-(trifluoromethyl)phenyl]urea), CN=C=O (methyl isocyanate). Reaction conditions: time 17 hour. Starting materials: O=C(/C=C/C1=CC=C(COCC(=O)OCC)C=C1)N1C(C=2NC3=CC=CC=C3C2CC1)C1=CC2=C(C=C1)OCO2 ((E)-(4-[3-oxo-3-(1-(3,4-methylenedioxyphenyl)-1,3,4,9-tetrahydro-β-carbolin-2-yl)propenyl]benzyloxy)acetic acid, ethyl ester). The solvent is CCO (EtOH). The product is O=C(/C=C/C1=CC=C(COCC(=O)O)C=C1)N1C(C=2NC3=CC=CC=C3C2CC1)C1=CC2=C(C=C1)OCO2 ((E)-(4-[3-Oxo-3-(1-(3,4-methylenedioxyphenyl)-1,3,4,9-tetrahydro-β-carbolin-2-yl)propenyl]-benzyloxy)acetic acid). The yield is 40.0%. RXN SMILES: [O:1]=[C:2]([N:19]1[CH2:31][CH2:30][C:29]2[C:28]3[C:23](=[CH:24][CH:25]=[CH:26][CH:27]=3)[NH:22][C:21]=2[CH:20]1[C:32]1[CH:37]=[CH:36][C:35]2[O:38][CH2:39][O:40][C:34]=2[CH:33]=1)/[CH:3]=[CH:4]/[C:5]1[CH:18]=[CH:17][C:8]([CH2:9][O:10][CH2:11][C:12]([O:14]CC)=[O:13])=[CH:7][CH:6]=1>CCO>[O:1]=[C:2]([N:19]1[CH2:31][CH2:30][C:29]2[C:28]3[C:23](=[CH:24][CH:25]=[CH:26][CH:27]=3)[NH:22][C:21]=2[CH:20]1[C:32]1[CH:37]=[CH:36][C:35]2[O:38][CH2:39][O:40][C:34]=2[CH:33]=1)/[CH:3]=[CH:4]/[C:5]1[CH:6]=[CH:7][C:8]([CH2:9][O:10][CH2:11][C:12]([OH:14])=[O:13])=[CH:17][CH:18]=1. Procedure: The same method as employed in the preparation of Example 79 but starting from a solution of (E)-(4-[3-oxo-3-(1-(3,4-methylenedioxyphenyl)-1,3,4,9-tetrahydro-β-carbolin-2-yl)propenyl]benzyloxy)acetic acid, ethyl ester in EtOH gave after recrystallization from MeOH:H2O the title compound as an off-white solid in a 40% yield. MP: 162-163° C.